Dataset: the Open Reaction Database (ORD), a public repository of structured organic reaction records. Task: describe an organic reaction: reactants, conditions, products, and yield Starting materials: C(#N)[BH3-].[Na+] (Sodium cyanoborohydride), Cl (hydrochloric acid), OC1=CC=C(C=O)C=C1 (4-hydroxybenzaldehyde), N1CCC=CC1 (1,2,3,6-tetrahydropyridine), Cl (hydrogen chloride). The solvent is CO (methanol). Conditions: time 4 day. Product: OC1=CC=C(CN2CCC=CC2)C=C1 (1-(4-hydroxybenzyl)-1,2,3,6-tetrahydropyridine). RXN SMILES: [OH:1][C:2]1[CH:9]=[CH:8][C:5]([CH:6]=O)=[CH:4][CH:3]=1.[NH:10]1[CH2:15][CH:14]=[CH:13][CH2:12][CH2:11]1.Cl.C([BH3-])#N.[Na+]>CO>[OH:1][C:2]1[CH:9]=[CH:8][C:5]([CH2:6][N:10]2[CH2:11][CH:12]=[CH:13][CH2:14][CH2:15]2)=[CH:4][CH:3]=1 |f:3.4|. Reported procedure: A mixture of 4-hydroxybenzaldehyde (6.1 g.) and 1,2,3,6-tetrahydropyridine (8.3 g.) in methanol (70 ml.) was adjusted to pH7 by addition of ethereal hydrogen chloride. Sodium cyanoborohydride (3.15 g.) was then added in portions to the stirred solution at 25° C. The mixture was stirred at 20°-25° C. for four days, evaporated, and water (100 ml.) added to the resultant residue. The mixture obtained was adjusted to pH2 with dilute hydrochloric acid and extracted with ether (2×50 ml.). The extracts... Reactants: N(N)C=1SC2=C(N1)C=CC=C2 (2-Hydrazinobenzothiazole), C(OCC)([O-])[O-] (ethyl orthoformate), C=1(C(=CC=CC1)C)C (xylene). Solvent: C(C)O (Ethanol). Reaction conditions: temperature 105 celsius. The product is N=1N=CN2C1SC1=C2C=CC=C1 (s-triazolo(3,4-b)benzothiazole). RXN SMILES: [NH:1]([C:3]1[S:4][C:5]2[CH:11]=[CH:10][CH:9]=[CH:8][C:6]=2[N:7]=1)[NH2:2].[CH:12]([O-])([O-])OCC.C1(C)C(C)=CC=CC=1>C(O)C>[N:1]1[N:2]=[CH:12][N:7]2[C:6]3[CH:8]=[CH:9][CH:10]=[CH:11][C:5]=3[S:4][C:3]=12. Reported procedure: 2-Hydrazinobenzothiazole (125 grams; 0.76 mole), ethyl orthoformate (112.4 grams, 0.76 mole), and 2 liters of xylene were heated together with stirring in a three-necked 5-liter flask. An 8-inch column with a condenser was placed in one neck. The reaction was heated to 105° C. and soon all the solid had gone into solution and the solution turned red. Ethanol began to distill from the reaction and about 125 milliliters of it was collected before the reaction was stopped and allowed to cool to roo...